The task is: describe an organic reaction: reactants, conditions, products, and yield. This data is from the Open Reaction Database (ORD), a public repository of structured organic reaction records. The reactants are ClC=1C=C(OCCCOC2=CC=C(C=C2)C2C(CN(CC2)C(=O)OC(C)(C)C)O)C=CC1 (tert-butyl 4-{4-[3-(3-chlorophenoxy)propoxy]phenyl}-3-hydroxypiperidine-1-carboxylate), ClCC=1C=CC2=C(N(C(CO2)=O)CCCOC)C1 (6-chloromethyl-4-(3-methoxypropyl)-4H-benzo[1,4]oxazin-3-one). The product is ClC=1C=C(OCCCOC2=CC=C(C=C2)C2C(CN(CC2)C(=O)OC(C)(C)C)OCC=2C=CC3=C(N(C(CO3)=O)CCCOC)C2)C=CC1 (tert-Butyl 4-{4-[3-(3-Chlorophenoxy)propoxy]phenyl}-3-[4-(3-methoxypropyl)-3-oxo-3,4-dihydro-2H-benzo[1,4]oxazin-6-ylmethoxy]piperidine-1-carboxylate). Reaction SMILES: [Cl:1][C:2]1[CH:3]=[C:4]([CH:30]=[CH:31][CH:32]=1)[O:5][CH2:6][CH2:7][CH2:8][O:9][C:10]1[CH:15]=[CH:14][C:13]([CH:16]2[CH2:21][CH2:20][N:19]([C:22]([O:24][C:25]([CH3:28])([CH3:27])[CH3:26])=[O:23])[CH2:18][CH:17]2[OH:29])=[CH:12][CH:11]=1.Cl[CH2:34][C:35]1[CH:36]=[CH:37][C:38]2[O:43][CH2:42][C:41](=[O:44])[N:40]([CH2:45][CH2:46][CH2:47][O:48][CH3:49])[C:39]=2[CH:50]=1>>[Cl:1][C:2]1[CH:3]=[C:4]([CH:30]=[CH:31][CH:32]=1)[O:5][CH2:6][CH2:7][CH2:8][O:9][C:10]1[CH:11]=[CH:12][C:13]([CH:16]2[CH2:21][CH2:20][N:19]([C:22]([O:24][C:25]([CH3:27])([CH3:28])[CH3:26])=[O:23])[CH2:18][CH:17]2[O:29][CH2:34][C:35]2[CH:36]=[CH:37][C:38]3[O:43][CH2:42][C:41](=[O:44])[N:40]([CH2:45][CH2:46][CH2:47][O:48][CH3:49])[C:39]=3[CH:50]=2)=[CH:14][CH:15]=1. Procedure details: Analogously to Method D, 1.10 g of tert-butyl 4-{4-[3-(3-chlorophenoxy)propoxy]phenyl}-3-hydroxypiperidine-1-carboxylate and 0.662 g of 6-chloromethyl-4-(3-methoxypropyl)-4H-benzo[1,4]oxazin-3-one (Example 2a) are reacted. The title compound is obtained as a colourless oil. Rf=0.36 (1:1 EtOAc-heptane); Rt=6.19.